Dataset: the Open Reaction Database (ORD), a public repository of structured organic reaction records. Task: describe an organic reaction: reactants, conditions, products, and yield The reactants are CC(C)(C)O, CC(C)(C)[O-], COc1ccc(NC(=O)NCCCl)cc1, Cl, [K+]. Product: COc1ccc(N2CCNC2=O)cc1. Reaction SMILES: [C:23]([OH:24])([CH3:25])([CH3:26])[CH3:27].[CH3:16][C:17]([CH3:18])([O-:19])[CH3:20].[Cl:1][CH2:2][CH2:3][NH:4][C:5](=[O:6])[NH:7][c:8]1[cH:9][cH:10][c:11]([O:14][CH3:15])[cH:12][cH:13]1.[ClH:22].[K+:21]>>[CH2:2]1[CH2:3][NH:4][C:5](=[O:6])[N:7]1[c:8]1[cH:9][cH:10][c:11]([O:14][CH3:15])[cH:12][cH:13]1. Starting materials: C1(=CC=CC=C1)C1=CSC2=C1C=CC(=C2)OC (3-phenyl-6-methoxybenzothiophene), C(C1=CC=CC=C1)(=O)Cl (benzoyl chloride), [Cl-].[Al+3].[Cl-].[Cl-] (aluminum chloride). Solvent: ClCCCl (1,2-dichloroethane). Reaction conditions: temperature 0 celsius, time 1 hour. Product: C(C1=CC=CC=C1)(=O)C=1SC2=C(C1C1=CC=CC=C1)C=CC(=C2)OC (2-Benzoyl-3-phenyl-6-methoxybenzothiophene). Isolated yield 52.0%. As a reaction SMILES: [C:1]1([C:7]2[C:11]3[CH:12]=[CH:13][C:14]([O:16][CH3:17])=[CH:15][C:10]=3[S:9][CH:8]=2)[CH:6]=[CH:5][CH:4]=[CH:3][CH:2]=1.[C:18](Cl)(=[O:25])[C:19]1[CH:24]=[CH:23][CH:22]=[CH:21][CH:20]=1.[Cl-].[Al+3].[Cl-].[Cl-]>ClCCCl>[C:18]([C:8]1[S:9][C:10]2[CH:15]=[C:14]([O:16][CH3:17])[CH:13]=[CH:12][C:11]=2[C:7]=1[C:1]1[CH:2]=[CH:3][CH:4]=[CH:5][CH:6]=1)(=[O:25])[C:19]1[CH:24]=[CH:23][CH:22]=[CH:21][CH:20]=1 |f:2.3.4.5|. Procedure: To 100 ml. of 1,2-dichloroethane were added 5.0 g. (0.021 mole) of 3-phenyl-6-methoxybenzothiophene and 2.81 g. (0.021 mole) of benzoyl chloride. The mixture was cooled to 0° C., and 2.93 g. (0.022 mole) of aluminum chloride were added. The mixture was stirred for one hour, and ice then was added. The resulting organic layer was separated, washed with water, and evaporated. To the residue were added 250 ml. of methanol and 10 ml. of 5N sodium hydroxide. The mixture was refluxed for 30 minutes, e... Run in C(C)OCC (diethyl ether), CO (methanol). Procedure: (S)-2-methyl-1-phenyl-2-(pyridine-2-yl)propan-1-amine (821.7 g, 3.63 moles) was dissolved in methanol (5000 mL) giving a reddish-orange solution. The solution was treated with Norit decolorizing Carbon (50 g) and stirred at gentle reflux for 2 hours. The hot solution was filtered through a pad of Celite, giving a light yellow filtrate. The Carbon filter cake was further washed with hot methanol (2×1000 mL), and the washes combined with the original filtrate. The decolorized solution was treated ... Isolated yield 94.9%. As a reaction SMILES: [CH3:1][C:2]([C:12]1[CH:17]=[CH:16][CH:15]=[CH:14][N:13]=1)([CH3:11])[C@H:3]([C:5]1[CH:10]=[CH:9][CH:8]=[CH:7][CH:6]=1)[NH2:4].C.[C:19]([OH:26])(=[O:25])/[CH:20]=[CH:21]/[C:22]([OH:24])=[O:23]>CO.C(OCC)C>[C:19]([OH:26])(=[O:25])/[CH:20]=[CH:21]/[C:22]([OH:24])=[O:23].[CH3:11][C:2]([C:12]1[CH:17]=[CH:16][CH:15]=[CH:14][N:13]=1)([CH3:1])[C@H:3]([C:5]1[CH:10]=[CH:9][CH:8]=[CH:7][CH:6]=1)[NH2:4] |f:5.6|. The reactants are C (Norit), CC([C@@H](N)C1=CC=CC=C1)(C)C1=NC=CC=C1 ((S)-2-methyl-1-phenyl-2-(pyridine-2-yl)propan-1-amine), C(\C=C\C(=O)O)(=O)O (fumaric acid). Product: C(\C=C\C(=O)O)(=O)O.CC([C@@H](N)C1=CC=CC=C1)(C)C1=NC=CC=C1 ((S)-2-methyl-1-phenyl-2-(pyridine-2-yl)propan-1-amine fumarate salt). Starting materials: C(C)(=O)OCCCOC=1C=C2C(=CNC(C2=CC1OC)CC1=CC(=CC=C1)OC)C=O (6-(3-acetoxy-propoxy)-7-methoxy-1-(3-methoxy-benzyl)-1,2-dihydro-isoquinoline-4-carbaldehyde). Reagents/catalysts: [O-2].[Mn+4].[O-2] (manganese (IV) oxide). The solvent is C(Cl)(Cl)Cl (chloroform). Conditions: time 15 hour. The product is C(C)(=O)OCCCOC=1C=C2C(=CN=C(C2=CC1OC)CC1=CC(=CC=C1)OC)C=O (6-(3-acetoxy-propoxy)-7-methoxy-1-(3-methoxy-benzyl)-isoquinoline-4-carbaldehyde). Isolated yield 23.6%. Reaction SMILES: [C:1]([O:4][CH2:5][CH2:6][CH2:7][O:8][C:9]1[CH:10]=[C:11]2[C:16](=[CH:17][C:18]=1[O:19][CH3:20])[CH:15]([CH2:21][C:22]1[CH:27]=[CH:26][CH:25]=[C:24]([O:28][CH3:29])[CH:23]=1)[NH:14][CH:13]=[C:12]2[CH:30]=[O:31])(=[O:3])[CH3:2]>C(Cl)(Cl)Cl.[O-2].[Mn+4].[O-2]>[C:1]([O:4][CH2:5][CH2:6][CH2:7][O:8][C:9]1[CH:10]=[C:11]2[C:16](=[CH:17][C:18]=1[O:19][CH3:20])[C:15]([CH2:21][C:22]1[CH:27]=[CH:26][CH:25]=[C:24]([O:28][CH3:29])[CH:23]=1)=[N:14][CH:13]=[C:12]2[CH:30]=[O:31])(=[O:3])[CH3:2] |f:2.3.4|. Procedure details: To a stirred solution of 6-(3-acetoxy-propoxy)-4-formyl-7-methoxy-1-(3-methoxy-benzyl)-1H-isoquinoline-2-carboxylic acid ethyl ester (150 mg, 0.30 mmol) in methanol (6 mL) was added powdered potassium hydroxide (169 mg, 3.0 mmol). The reaction mixture was stirred at room temperature for 3 hrs. The solvent was evaporated and the residue was diluted with ethyl acetate (20 mL) and water (20 mL). The aqueous phase was extracted with ethyl acetate (3×20 mL). The combined extracts were washed with sat... Starting materials: C(=O)(OC(C)(C)C)N1[C@@H](CCC1)COC=1C=NC=C(C1)Br (3-(1-BOC-2-(S)-pyrrolidinylmethoxy)-5-bromopyridine), ClC1=CC=C(C=C1)B(O)O (4-chlorophenylboronic acid), Pd(0), C(=O)([O-])[O-].[Na+].[Na+] (Na2CO3), solution. The solvent is C1(=CC=CC=C1)C (toluene). Product: C(=O)(OC(C)(C)C)N1[C@H](CCC1)COC=1C=NC=C(C1)C1=CC=C(C=C1)Cl (3-(1-BOC-2-(R)-pyrrolidinylmethoxy)-5-(4-Chlorophenyl)pyridine). The yield is 120.4%. Reaction SMILES: [C:1]([N:8]1[CH2:12][CH2:11][CH2:10][C@H:9]1[CH2:13][O:14][C:15]1[CH:16]=[N:17][CH:18]=[C:19](Br)[CH:20]=1)([O:3][C:4]([CH3:7])([CH3:6])[CH3:5])=[O:2].[Cl:22][C:23]1[CH:28]=[CH:27][C:26](B(O)O)=[CH:25][CH:24]=1.C([O-])([O-])=O.[Na+].[Na+]>C1(C)C=CC=CC=1>[C:1]([N:8]1[CH2:12][CH2:11][CH2:10][C@@H:9]1[CH2:13][O:14][C:15]1[CH:16]=[N:17][CH:18]=[C:19]([C:26]2[CH:27]=[CH:28][C:23]([Cl:22])=[CH:24][CH:25]=2)[CH:20]=1)([O:3][C:4]([CH3:7])([CH3:6])[CH3:5])=[O:2] |f:2.3.4|. Procedure: To a solution of 3-(1-BOC-2-(S)-pyrrolidinylmethoxy)-5-bromopyridine (280 mg, 0.79 mmol) and 4-chlorophenylboronic acid (246 mg, 1.57 mmol, Lancaster Chemical Co.) in toluene (10 mL) was added Pd(0) (30 mg) and Na2CO3 (2.5 mL of a 2 M solution), and the mixture was heated at reflux for 6 h. The solvent was removed under vacuum, and the residue was chromatographed (silica gel; EtOAc/hexane, 1:5 to 1:2) to afford the title compound (370 mg, >100% yield): 1H NMR (CDCl3, 300 MHz) δ1.47 (s, 9H), 1.80... Reaction SMILES: [C:9]([CH2:10][C:11](=[O:12])[CH3:13])(=[O:14])[O:15][CH2:16][CH3:17].[I:1][c:2]1[cH:3][c:4]([NH2:5])[cH:6][cH:7][cH:8]1.[OH2:18].[cH:19]1[cH:20][cH:21][cH:22][cH:23][cH:24]1>>[I:1][c:2]1[cH:3][c:4]([NH:5][C:11](=[CH:10][C:9](=[O:14])[O:15][CH2:16][CH3:17])[CH3:13])[cH:6][cH:7][cH:8]1. Product: CCOC(=O)C=C(C)Nc1cccc(I)c1. Reactants: CCOC(=O)CC(C)=O, Nc1cccc(I)c1, O, c1ccccc1. Reactants: C1COCCN1, CCO, CCOC(=O)c1c(CCl)nc2cc(OC)c(OC)cc2c1-c1ccccc1OC. Yields the product CCOC(=O)c1c(CN2CCOCC2)nc2cc(OC)c(OC)cc2c1-c1ccccc1OC. RXN SMILES: [CH2:30]1[CH2:31][O:32][CH2:33][CH2:34][NH:35]1.[CH3:36][CH2:37][OH:38].[Cl:1][CH2:2][c:3]1[n:4][c:5]2[cH:6][c:7]([O:28][CH3:29])[c:8]([O:26][CH3:27])[cH:9][c:10]2[c:11](-[c:18]2[c:19]([O:24][CH3:25])[cH:20][cH:21][cH:22][cH:23]2)[c:12]1[C:13](=[O:14])[O:15][CH2:16][CH3:17]>>[CH2:2]([c:3]1[n:4][c:5]2[cH:6][c:7]([O:28][CH3:29])[c:8]([O:26][CH3:27])[cH:9][c:10]2[c:11](-[c:18]2[c:19]([O:24][CH3:25])[cH:20][cH:21][cH:22][cH:23]2)[c:12]1[C:13](=[O:14])[O:15][CH2:16][CH3:17])[N:35]1[CH2:30][CH2:31][O:32][CH2:33][CH2:34]1.